This data is from the Open Reaction Database (ORD), a public repository of structured organic reaction records. The task is: describe an organic reaction: reactants, conditions, products, and yield Reactants: CN(Cc1ccccc1)C(=O)c1cccc(-c2ccc(C=C3SC(=O)NC3=O)cc2)c1, C1COCCO1. The product is CN(Cc1ccccc1)C(=O)c1cccc(-c2ccc(CC3SC(=O)NC3=O)cc2)c1. RXN SMILES: [CH2:1]([c:2]1[cH:3][cH:4][cH:5][cH:6][cH:7]1)[N:8]([C:9](=[O:10])[c:11]1[cH:12][c:13](-[c:17]2[cH:18][cH:19][c:20]([CH:23]=[C:24]3[C:25](=[O:30])[NH:26][C:27](=[O:29])[S:28]3)[cH:21][cH:22]2)[cH:14][cH:15][cH:16]1)[CH3:31].[O:32]1[CH2:33][CH2:34][O:35][CH2:36][CH2:37]1>>[CH2:1]([c:2]1[cH:3][cH:4][cH:5][cH:6][cH:7]1)[N:8]([C:9](=[O:10])[c:11]1[cH:12][c:13](-[c:17]2[cH:18][cH:19][c:20]([CH2:23][CH:24]3[C:25](=[O:30])[NH:26][C:27](=[O:29])[S:28]3)[cH:21][cH:22]2)[cH:14][cH:15][cH:16]1)[CH3:31]. The product is O1C(=NC2=C1C=CC=C2)N2CCC1(CCCC(N1CC1=C3C=CN(C3=CC=C1)S(=O)(=O)C1=CC=C(C)C=C1)=O)CC2 (9-(benzo[d]oxazol-2-yl)-1-((1-tosyl-1H-indol-4-yl)methyl)-1,9-diazaspiro[5.5]undecan-2-one). Reactants: S(=O)(=O)(C1=CC=C(C)C=C1)N1C=CC2=C(C=CC=C12)CN1C(CCCC12CCNCC2)=O (1-((1-tosyl-1H-indol-4-yl)methyl)-1,9-diazaspiro[5.5]undecan-2-one), C(=O)([O-])[O-].[K+].[K+] (K2CO3), ClC=1OC2=C(N1)C=CC=C2 (2-chloro benzoxazole). Run at temperature 80 celsius. The yield is 79.9%. Reported procedure: To the stirred solution of 1-((1-tosyl-1H-indol-4-yl)methyl)-1,9-diazaspiro[5.5]undecan-2-one (TFA salt) (300 mg, 0.55 mmol) in DMF (6 mL) were added K2CO3 (380 mg, 2.75 mmol) and 2-chloro benzoxazole (101 mg, 0.66 mmol). The mixture was heated at 80° C. for 18 h. The reaction mixture was cooled to rt and concentrated under reduced pressure. To the crude mixture water was added and extracted with ethyl acetate. The organic layer was dried over anhydride sodium sulfate, filtered and concentrated ... Run in CN(C)C=O (DMF). RXN SMILES: [S:1]([N:11]1[C:19]2[C:14](=[C:15]([CH2:20][N:21]3[C:26]4([CH2:31][CH2:30][NH:29][CH2:28][CH2:27]4)[CH2:25][CH2:24][CH2:23][C:22]3=[O:32])[CH:16]=[CH:17][CH:18]=2)[CH:13]=[CH:12]1)([C:4]1[CH:10]=[CH:9][C:7]([CH3:8])=[CH:6][CH:5]=1)(=[O:3])=[O:2].C([O-])([O-])=O.[K+].[K+].Cl[C:40]1[O:41][C:42]2[CH:48]=[CH:47][CH:46]=[CH:45][C:43]=2[N:44]=1>CN(C=O)C>[O:41]1[C:42]2[CH:48]=[CH:47][CH:46]=[CH:45][C:43]=2[N:44]=[C:40]1[N:29]1[CH2:30][CH2:31][C:26]2([N:21]([CH2:20][C:15]3[CH:16]=[CH:17][CH:18]=[C:19]4[C:14]=3[CH:13]=[CH:12][N:11]4[S:1]([C:4]3[CH:5]=[CH:6][C:7]([CH3:8])=[CH:9][CH:10]=3)(=[O:2])=[O:3])[C:22](=[O:32])[CH2:23][CH2:24][CH2:25]2)[CH2:27][CH2:28]1 |f:1.2.3|. Starting materials: C1CCOC1, COC(=O)c1ccc(OC(=O)Cl)cc1, CC(c1cccc2ccccc12)N(CC1CNCC1c1ccccc1)C(=O)OC(C)(C)C, c1ccncc1. Yields the product COC(=O)c1ccc(OC(=O)N2CC(CN(C(=O)OC(C)(C)C)C(C)c3cccc4ccccc34)C(c3ccccc3)C2)cc1. RXN SMILES: [CH2:53]1[O:54][CH2:55][CH2:56][CH2:57]1.[Cl:7][C:8](=[O:9])[O:10][c:11]1[cH:12][cH:13][c:14]([C:15](=[O:16])[O:17][CH3:18])[cH:19][cH:20]1.[c:21]1([CH:31]([CH3:32])[N:33]([C:34]([O:35][C:36]([CH3:37])([CH3:38])[CH3:39])=[O:40])[CH2:41][CH:42]2[CH2:43][NH:44][CH2:45][CH:46]2[c:47]2[cH:48][cH:49][cH:50][cH:51][cH:52]2)[cH:22][cH:23][cH:24][c:25]2[cH:26][cH:27][cH:28][cH:29][c:30]12.[cH:1]1[cH:2][cH:3][n:4][cH:5][cH:6]1>>[C:8](=[O:9])([O:10][c:11]1[cH:12][cH:13][c:14]([C:15](=[O:16])[O:17][CH3:18])[cH:19][cH:20]1)[N:44]1[CH2:43][CH:42]([CH2:41][N:33]([CH:31]([c:21]2[cH:22][cH:23][cH:24][c:25]3[cH:26][cH:27][cH:28][cH:29][c:30]23)[CH3:32])[C:34]([O:35][C:36]([CH3:37])([CH3:38])[CH3:39])=[O:40])[CH:46]([c:47]2[cH:48][cH:49][cH:50][cH:51][cH:52]2)[CH2:45]1. Starting materials: BrC1=CC=C2C(=NN(C2=C1)C1OCCCC1)C#N (6-bromo-1-(tetrahydro-pyran-2-yl)-1H-indazole-3-carbonitrile), C(C)C1=C(C=C(C(=C1)OCOCC[Si](C)(C)C)F)B1OC(C(O1)(C)C)(C)C (2-[2-ethyl-5-fluoro-4-(2-trimethylsilanyl-ethoxymethoxy)-phenyl]-4,4,5,5-tetramethyl-[1,3,2]dioxaborolane), P(=O)([O-])([O-])[O-].[K+].[K+].[K+] (potassium phosphate). Reagents/catalysts: [Pd].C1(=CC=CC=C1)P(C1=CC=CC=C1)C1=CC=CC=C1.C1(=CC=CC=C1)P(C1=CC=CC=C1)C1=CC=CC=C1.C1(=CC=CC=C1)P(C1=CC=CC=C1)C1=CC=CC=C1.C1(=CC=CC=C1)P(C1=CC=CC=C1)C1=CC=CC=C1 (tetrakis (triphenylphosphine) palladium(0)). Run in O1CCOCC1 (dioxane), O (water). Conditions: temperature 110 celsius. Product: C(C)C1=C(C=C(C(=C1)OCOCC[Si](C)(C)C)F)C1=CC=C2C(=NN(C2=C1)C1OCCCC1)C#N (6-[2-Ethyl-5-fluoro-4-(2-trimethylsilanyl-ethoxymethoxy)-phenyl]-1-(tetrahydro-pyran-2-yl)-1H-indazole-3-carbonitrile). Yield: 81.1%. As a reaction SMILES: Br[C:2]1[CH:10]=[C:9]2[C:5]([C:6]([C:17]#[N:18])=[N:7][N:8]2[CH:11]2[CH2:16][CH2:15][CH2:14][CH2:13][O:12]2)=[CH:4][CH:3]=1.[CH2:19]([C:21]1[CH:26]=[C:25]([O:27][CH2:28][O:29][CH2:30][CH2:31][Si:32]([CH3:35])([CH3:34])[CH3:33])[C:24]([F:36])=[CH:23][C:22]=1B1OC(C)(C)C(C)(C)O1)[CH3:20].P([O-])([O-])([O-])=O.[K+].[K+].[K+]>O1CCOCC1.O.[Pd].C1(P(C2C=CC=CC=2)C2C=CC=CC=2)C=CC=CC=1.C1(P(C2C=CC=CC=2)C2C=CC=CC=2)C=CC=CC=1.C1(P(C2C=CC=CC=2)C2C=CC=CC=2)C=CC=CC=1.C1(P(C2C=CC=CC=2)C2C=CC=CC=2)C=CC=CC=1>[CH2:19]([C:21]1[CH:26]=[C:25]([O:27][CH2:28][O:29][CH2:30][CH2:31][Si:32]([CH3:33])([CH3:35])[CH3:34])[C:24]([F:36])=[CH:23][C:22]=1[C:2]1[CH:10]=[C:9]2[C:5]([C:6]([C:17]#[N:18])=[N:7][N:8]2[CH:11]2[CH2:16][CH2:15][CH2:14][CH2:13][O:12]2)=[CH:4][CH:3]=1)[CH3:20] |f:2.3.4.5,8.9.10.11.12|. Reported procedure: To a solution of 6-bromo-1-(tetrahydro-pyran-2-yl)-1H-indazole-3-carbonitrile (Preparation 2, 28.5 g, 93 mmol) and 2-[2-ethyl-5-fluoro-4-(2-trimethylsilanyl-ethoxymethoxy)-phenyl]-4,4,5,5-tetramethyl-[1,3,2]dioxaborolane (Preparation 5, 73.8 g, 112 mmol) in dioxane (500 mL) was added a solution of potassium phosphate (59.2 g, 279 mmol) in water (120 mL). The mixture was degassed with nitrogen and then tetrakis (triphenylphosphine) palladium(0) (10.8 g, 9.3 mmol) was added. The reaction mixture w...